Dataset: the Open Reaction Database (ORD), a public repository of structured organic reaction records. Task: describe an organic reaction: reactants, conditions, products, and yield Starting materials: crude acid, NCC=1C(NC(=CC1C)C)=O (3-(aminomethyl)-4,6-dimethylpyridin-2(1H)-one), [OH-].[Na+] (NaOH), BrC=1C=C(C2=C(N1)NN=C2)C(=O)OCC (ethyl 6-bromo-1H-pyrazolo[3,4-b]pyridine-4-carboxylate). Run in CS(=O)C (DMSO), C(C)O (ethanol), CCO (EtOH). Reaction conditions: temperature 60 celsius, time 1 hour. Product: BrC=1C=C(C2=C(N1)NN=C2)C(=O)NCC=2C(NC(=CC2C)C)=O (6-bromo-N-((4,6-dimethyl-2-oxo-1,2-dihydropyridin-3-yl)methyl)-1H-pyrazolo[3,4-b]pyridine-4-carboxamide). The yield is 57.2%. Reaction SMILES: [OH-].[Na+].[Br:3][C:4]1[CH:5]=[C:6]([C:13]([O:15]CC)=O)[C:7]2[CH:12]=[N:11][NH:10][C:8]=2[N:9]=1.[NH2:18][CH2:19][C:20]1[C:21](=[O:28])[NH:22][C:23]([CH3:27])=[CH:24][C:25]=1[CH3:26]>CCO.CS(C)=O>[Br:3][C:4]1[CH:5]=[C:6]([C:13]([NH:18][CH2:19][C:20]2[C:21](=[O:28])[NH:22][C:23]([CH3:27])=[CH:24][C:25]=2[CH3:26])=[O:15])[C:7]2[CH:12]=[N:11][NH:10][C:8]=2[N:9]=1 |f:0.1|. Procedure details: Aqueous NaOH (1.11 g, 27.88 mmol) was added to a solution of ethyl 6-bromo-1H-pyrazolo[3,4-b]pyridine-4-carboxylate (5 g, 18.58 mmol) in EtOH (50 mL) and stirred at 60° C. for 1 h. After completion of the reaction, ethanol was removed under reduced pressure and it was acidified using 10% citric acid solution. Solid obtained was filtered and dried under reduced pressure to obtain corresponding acid. The crude acid (4.4 g, 18.2 mmol) was then dissolved in DMSO (20 mL) and 3-(aminomethyl)-4,6-dimet... Reactants: CCOC(=O)c1ccc2c(c1)C(O)C(C)(C)C(c1cc(Br)ccc1F)N2, CC[SiH](CC)CC, O=C(O)C(F)(F)F. Product: CCOC(=O)c1ccc2c(c1)CC(C)(C)C(c1cc(Br)ccc1F)N2. RXN SMILES: [CH2:1]([CH3:2])[O:3][C:4](=[O:5])[c:6]1[cH:7][c:8]2[c:13]([cH:14][cH:15]1)[NH:12][CH:11]([c:16]1[c:17]([F:23])[cH:18][cH:19][c:20]([Br:22])[cH:21]1)[C:10]([CH3:24])([CH3:25])[CH:9]2[OH:26].[CH2:27]([SiH:28]([CH2:29][CH3:30])[CH2:31][CH3:32])[CH3:33].[OH:34][C:35]([C:36]([F:37])([F:38])[F:39])=[O:40]>>[CH2:1]([CH3:2])[O:3][C:4](=[O:5])[c:6]1[cH:7][c:8]2[c:13]([cH:14][cH:15]1)[NH:12][CH:11]([c:16]1[c:17]([F:23])[cH:18][cH:19][c:20]([Br:22])[cH:21]1)[C:10]([CH3:24])([CH3:25])[CH2:9]2. Starting materials: ClCCl, O=C(O)C(F)(F)F, CC(C)(C)OC(=O)N1CCC(N2CCc3ccccc3NC2=O)CC1. The product is O=C(O)C(F)(F)F, O=C1Nc2ccccc2CCN1C1CCNCC1. RXN SMILES: [Cl:33][CH2:34][Cl:35].[F:26][C:27]([C:28](=[O:29])[OH:30])([F:31])[F:32].[O:1]=[C:2]1[N:3]([CH:13]2[CH2:14][CH2:15][N:16]([C:19]([O:20][C:21]([CH3:22])([CH3:23])[CH3:24])=[O:25])[CH2:17][CH2:18]2)[CH2:4][CH2:5][c:6]2[c:7]([cH:9][cH:10][cH:11][cH:12]2)[NH:8]1>>[F:26][C:27]([C:28](=[O:29])[OH:30])([F:31])[F:32].[O:1]=[C:2]1[N:3]([CH:13]2[CH2:14][CH2:15][NH:16][CH2:17][CH2:18]2)[CH2:4][CH2:5][c:6]2[c:7]([cH:9][cH:10][cH:11][cH:12]2)[NH:8]1. The reactants are O=c1cc(C2CNCCO2)nc2cc(OCc3ccccc3)ccn12, CO, ClCCl, O=S(=O)(OS(=O)(=O)C(F)(F)F)C(F)(F)F. Product: O=c1cc(C2CNCCO2)nc2cc(O)ccn12. RXN SMILES: [CH2:1]([c:2]1[cH:3][cH:4][cH:5][cH:6][cH:7]1)[O:8][c:9]1[cH:10][c:11]2[n:12]([c:13](=[O:23])[cH:14][c:15]([CH:17]3[O:18][CH2:19][CH2:20][NH:21][CH2:22]3)[n:16]2)[cH:24][cH:25]1.[CH3:41][OH:42].[Cl:43][CH2:44][Cl:45].[F:26][C:27]([S:28]([O:29][S:30]([C:31]([F:32])([F:33])[F:34])(=[O:35])=[O:36])(=[O:37])=[O:38])([F:39])[F:40]>>[OH:8][c:9]1[cH:10][c:11]2[n:12]([c:13](=[O:23])[cH:14][c:15]([CH:17]3[O:18][CH2:19][CH2:20][NH:21][CH2:22]3)[n:16]2)[cH:24][cH:25]1.